From a dataset of the Open Reaction Database (ORD), a public repository of structured organic reaction records. describe an organic reaction: reactants, conditions, products, and yield Reactants: NCC1=C(N=NN1C1=CC=C(C=C1)C(=O)NCC)C(=O)NC1CC1 (5-(aminomethyl)-N-cyclopropyl-1-{4-[(ethylamino)carbonyl]phenyl}-1H-1,2,3-triazole-4-carboxamide), C(C)(=O)O[BH-](OC(C)=O)OC(C)=O.[Na+] (sodium triacetoxyborohydride), C(O)([O-])=O.[Na+] (sodium hydrogen carbonate), C(C1=CC=CC=C1)(C1=CC=CC=C1)(C1=CC=CC=C1)N1C(=NC=C1)C=O (1-trityl-1H-imidazole-2-carbaldehyde), C(C)(=O)O (acetic acid). Run in ClC(C)Cl (dichloroethane). Conditions: time 48 hour. Product: C1(CC1)NC(=O)C=1N=NN(C1CNCC=1N(C=CN1)C(C1=CC=CC=C1)(C1=CC=CC=C1)C1=CC=CC=C1)C1=CC=C(C=C1)C(=O)NCC (N-cyclopropyl-1-{4-[(ethylamino)carbonyl]phenyl}-5-({[(1-trityl-1H-imidazol-2-yl)methyl]amino}methyl)-1H-1,2,3-triazole-4-carboxamide). The yield is 40.0%. Reaction SMILES: [NH2:1][CH2:2][C:3]1[N:7]([C:8]2[CH:13]=[CH:12][C:11]([C:14]([NH:16][CH2:17][CH3:18])=[O:15])=[CH:10][CH:9]=2)[N:6]=[N:5][C:4]=1[C:19]([NH:21][CH:22]1[CH2:24][CH2:23]1)=[O:20].[C:25]([N:44]1[CH:48]=[CH:47][N:46]=[C:45]1[CH:49]=O)([C:38]1[CH:43]=[CH:42][CH:41]=[CH:40][CH:39]=1)([C:32]1[CH:37]=[CH:36][CH:35]=[CH:34][CH:33]=1)[C:26]1[CH:31]=[CH:30][CH:29]=[CH:28][CH:27]=1.C(O)(=O)C.C(O[BH-](OC(=O)C)OC(=O)C)(=O)C.[Na+].C(=O)([O-])O.[Na+]>ClC(Cl)C>[CH:22]1([NH:21][C:19]([C:4]2[N:5]=[N:6][N:7]([C:8]3[CH:9]=[CH:10][C:11]([C:14]([NH:16][CH2:17][CH3:18])=[O:15])=[CH:12][CH:13]=3)[C:3]=2[CH2:2][NH:1][CH2:49][C:45]2[N:44]([C:25]([C:26]3[CH:31]=[CH:30][CH:29]=[CH:28][CH:27]=3)([C:32]3[CH:33]=[CH:34][CH:35]=[CH:36][CH:37]=3)[C:38]3[CH:43]=[CH:42][CH:41]=[CH:40][CH:39]=3)[CH:48]=[CH:47][N:46]=2)=[O:20])[CH2:24][CH2:23]1 |f:3.4,5.6|. Procedure: To a solution of 5-(aminomethyl)-N-cyclopropyl-1-{4-[(ethylamino)carbonyl]phenyl}-1H-1,2,3-triazole-4-carboxamide (164 mg, 0.5 mmol) obtained in Example 1197 in dichloroethane (10 ml) were successively added 1-trityl-1H-imidazole-2-carbaldehyde (169 mg, 0.5 mmol), acetic acid (30 mg, 0.5 mmol) and sodium triacetoxyborohydride (138 mg, 0.65 mmol) at 0° C., and the mixture was stirred at room temperature for 48 hr. The reaction mixture was neutralized with saturated aqueous sodium hydrogen carbona... The reactants are BrCCCC1=CCC2=CC=CC=C12 (3-(3'-Bromopropyl)indene), N1CCCCC1 (piperidine). Solvent: C1(=CC=CC=C1)C (toluene). The product is C1C=C(C2=CC=CC=C12)CCCN1CCCCC1 (1-[3-(3-Indenyl)propyl]piperidine). Yield: 89.0%. Reaction SMILES: Br[CH2:2][CH2:3][CH2:4][C:5]1[C:13]2[C:8](=[CH:9][CH:10]=[CH:11][CH:12]=2)[CH2:7][CH:6]=1.[NH:14]1[CH2:19][CH2:18][CH2:17][CH2:16][CH2:15]1>C1(C)C=CC=CC=1>[CH2:7]1[C:8]2[C:13](=[CH:12][CH:11]=[CH:10][CH:9]=2)[C:5]([CH2:4][CH2:3][CH2:2][N:14]2[CH2:19][CH2:18][CH2:17][CH2:16][CH2:15]2)=[CH:6]1. Procedure details: 3-(3'-Bromopropyl)indene (94.8 g, 0.4 M) and piperidine (76 g, 0.9 M) are dissolved in 400 ml toluene. The mixture is heated under reflux 2 hours. After cooling, a large amount of solid is removed by filtration and washed with ether. The combined filtrate and washes are concentrated in vacuo. The residue is dissolved in ether and filtered to remove a small amount of insoluble material. The ether is removed in vacuo and the product is distilled collecting a fraction of 87.3 g (89% yield) boiling ... Starting materials: ( a ), C(C1=CC=CC=C1)OC(=O)Cl (benzylchloroformate), C(C1=CC=CC=C1)OC1=C(OC2=C(C=C(N)C=C2)F)C=CC(=C1)CC (4-[2-(benzyloxy)-4-ethylphenoxy]-3-fluoroaniline), C(C)OC(=O)Cl (ethylchloroformate). The product is C(C1=CC=CC=C1)OC(NC1=CC(=C(C=C1)OC1=C(C=C(C=C1)CC)OCC1=CC=CC=C1)F)=O ([4-(2-Benzyloxy-4-ethyl-phenoxy)-3-fluoro-phenyl]-carbamic acid benzyl ester). Isolated yield 107.8%. Reaction SMILES: [CH2:1]([O:8][C:9]1[CH:23]=[C:22]([CH2:24][CH3:25])[CH:21]=[CH:20][C:10]=1[O:11][C:12]1[CH:18]=[CH:17][C:15]([NH2:16])=[CH:14][C:13]=1[F:19])[C:2]1[CH:7]=[CH:6][CH:5]=[CH:4][CH:3]=1.C(OC(Cl)=O)C.[CH2:32]([O:39][C:40](Cl)=[O:41])[C:33]1[CH:38]=[CH:37][CH:36]=[CH:35][CH:34]=1>>[CH2:32]([O:39][C:40](=[O:41])[NH:16][C:15]1[CH:17]=[CH:18][C:12]([O:11][C:10]2[CH:20]=[CH:21][C:22]([CH2:24][CH3:25])=[CH:23][C:9]=2[O:8][CH2:1][C:2]2[CH:3]=[CH:4][CH:5]=[CH:6][CH:7]=2)=[C:13]([F:19])[CH:14]=1)[C:33]1[CH:38]=[CH:37][CH:36]=[CH:35][CH:34]=1. Procedure details: According to the procedure of example 44 (a) except substituting 4-(4-ethyl-2-methoxyphenoxy)-3-fluoroaniline for 4-[2-(benzyloxy)-4-ethylphenoxy]-3-fluoroaniline (200 mg; 0.59 mmol) and ethylchloroformate by benzylchloroformate (150 μL; 0.73 mmol), the title compound (300 mg; quantitative) was prepared as a brown solid and used without further purification. Reactants: O (water), BrC1=C(OC(C2=C1C=CC=C2)=O)[C@@H](CO)O (4-bromo-3-[(1R)-1,2-dihydroxyethyl]-1H-2-benzopyran-1-one), N1C=NC=C1 (imidazole), C(C)(C)(C)[Si](Cl)(C1=CC=CC=C1)C1=CC=CC=C1 (tert-butyldiphenylchlorosilane). Solvent: CN(C=O)C (N,N-Dimethylformamide). Run at time 20 minute. Product: BrC1=C(OC(C2=CC=CC=C12)=O)[C@@H](CO[Si](C1=CC=CC=C1)(C1=CC=CC=C1)C(C)(C)C)O ((R)-4-bromo-3-(2-((tert-butyldiphenylsilyl)oxy)-1-hydroxyethyl)-1H-isochromen-1-one). The yield is 63.5%. Reaction SMILES: [Br:1][C:2]1[C:7]2[CH:8]=[CH:9][CH:10]=[CH:11][C:6]=2[C:5](=[O:12])[O:4][C:3]=1[C@H:13]([OH:16])[CH2:14][OH:15].N1C=CN=C1.[C:22]([Si:26]([C:34]1[CH:39]=[CH:38][CH:37]=[CH:36][CH:35]=1)([C:28]1[CH:33]=[CH:32][CH:31]=[CH:30][CH:29]=1)Cl)([CH3:25])([CH3:24])[CH3:23].O>CN(C)C=O>[Br:1][C:2]1[C:7]2[C:6](=[CH:11][CH:10]=[CH:9][CH:8]=2)[C:5](=[O:12])[O:4][C:3]=1[C@H:13]([OH:16])[CH2:14][O:15][Si:26]([C:22]([CH3:25])([CH3:24])[CH3:23])([C:34]1[CH:35]=[CH:36][CH:37]=[CH:38][CH:39]=1)[C:28]1[CH:33]=[CH:32][CH:31]=[CH:30][CH:29]=1. Procedure details: A solution of 4-bromo-3-[(1R)-1,2-dihydroxyethyl]-1H-2-benzopyran-1-one (145 mg, 0.509 mmol) and imidazole (51.9 mg, 0.763 mmol) in N,N-Dimethylformamide (DMF) (2.4 mL) was treated with tert-butyldiphenylchlorosilane (159 μl, 0.610 mmol). After 20 min, the reaction mixture was poured into water and extracted with EtOAc. The organic phase was dried with Na2SO4, filtered and concentrated. The residue was purified by silica gel chromatography (ethyl acetate-hexanes 0-50%) to afford the title compou... Reactants: COc1cc2ncnc(Oc3ccc(N)cc3)c2cc1OC, Cc1ccccc1, CCO, CC(Oc1ccccc1Cl)C(=O)Cl, CC(Oc1ccccc1Cl)C(=O)N=C=S, CC(Oc1ccccc1Cl)C(=O)O, O=S(Cl)Cl. Yields the product COc1cc2ncnc(Oc3ccc(NC(=S)NC(=O)C(C)Oc4ccccc4Cl)cc3)c2cc1OC. RXN SMILES: [CH3:31][O:32][c:33]1[cH:34][c:35]2[c:36]([O:45][c:46]3[cH:47][cH:48][c:49]([NH2:50])[cH:51][cH:52]3)[n:37][cH:38][n:39][c:40]2[cH:41][c:42]1[O:43][CH3:44].[CH3:68][c:69]1[cH:70][cH:71][cH:72][cH:73][cH:74]1.[CH3:75][CH2:76][OH:77].[Cl:18][c:19]1[cH:20][cH:21][cH:22][cH:23][c:24]1[O:25][CH:26]([CH3:27])[C:28]([Cl:29])=[O:30].[Cl:53][c:54]1[c:55]([O:56][CH:57]([C:58](=[O:59])[N:60]=[C:61]=[S:62])[CH3:63])[cH:64][cH:65][cH:66][cH:67]1.[Cl:5][c:6]1[cH:7][cH:8][cH:9][cH:10][c:11]1[O:12][CH:13]([CH3:14])[C:15]([OH:16])=[O:17].[S:1]([Cl:2])([Cl:3])=[O:4]>>[CH3:31][O:32][c:33]1[cH:34][c:35]2[c:36]([O:45][c:46]3[cH:47][cH:48][c:49]([NH:50][C:61]([NH:60][C:58]([CH:57]([O:56][c:55]4[c:54]([Cl:53])[cH:67][cH:66][cH:65][cH:64]4)[CH3:63])=[O:59])=[S:62])[cH:51][cH:52]3)[n:37][cH:38][n:39][c:40]2[cH:41][c:42]1[O:43][CH3:44].